The task is: describe an organic reaction: reactants, conditions, products, and yield. This data is from the Open Reaction Database (ORD), a public repository of structured organic reaction records. Reactants: N1(C=NC=C1)CC1=C(N=C2N1C=C(C=C2)C)C2=CC=C(C=C2)C (3-((1H-imidazol-1-yl)methyl)-6-methyl-2-p-tolylimidazo[1,2-a]pyridine), Cl.ClCC1=C(N=C2N1C=CC=C2)C2=CC=C(C=C2)Cl (3-(chloromethyl)-2-(4-chlorophenyl)imidazo[1,2-a]pyridine hydrochloride), N1C(=CC2=CC=CC=C12)C(=O)OCC (ethyl 1H-indole-2-carboxylate). Product: ClC1=CC=C(C=C1)C=1N=C2N(C=CC=C2)C1CN1C(=CC2=CC=CC=C12)C(=O)OCC (Ethyl 1-((2-(4-chlorophenyl)imidazo[1,2-a]pyridin-3-yl)methyl)-1H-indole-2-carboxylate). Reaction SMILES: N1(CC2N3C=C(C)C=CC3=NC=2C2C=CC(C)=CC=2)C=CN=C1.Cl.Cl[CH2:26][C:27]1[N:31]2[CH:32]=[CH:33][CH:34]=[CH:35][C:30]2=[N:29][C:28]=1[C:36]1[CH:41]=[CH:40][C:39]([Cl:42])=[CH:38][CH:37]=1.[NH:43]1[C:51]2[C:46](=[CH:47][CH:48]=[CH:49][CH:50]=2)[CH:45]=[C:44]1[C:52]([O:54][CH2:55][CH3:56])=[O:53]>>[Cl:42][C:39]1[CH:40]=[CH:41][C:36]([C:28]2[N:29]=[C:30]3[CH:35]=[CH:34][CH:33]=[CH:32][N:31]3[C:27]=2[CH2:26][N:43]2[C:51]3[C:46](=[CH:47][CH:48]=[CH:49][CH:50]=3)[CH:45]=[C:44]2[C:52]([O:54][CH2:55][CH3:56])=[O:53])=[CH:37][CH:38]=1 |f:1.2|. Procedure details: The title compound was prepared according to Method A and the experimentals described for compound 1 from 3-(chloromethyl)-2-(4-chlorophenyl)imidazo[1,2-a]pyridine hydrochloride and ethyl 1H-indole-2-carboxylate. M/e+ 430 for C25H21ClN3O2 (M+H)+; 1H-NMR (400 MHz, CD3OD) δ 8.13 (d, J=6.6 Hz, 1H), 7.70 (dd, J=8.4, 2.2 Hz, 2H), 7.55 (d, J=9.1 Hz, 1H), 7.42 (d, J=8.4, 2.5 Hz, 2H), 7.33 (d, J=8.4 Hz, 1H), 7.25 (t, J=6.6 Hz, 1H), 7.10 (t, J=6.6 Hz, 1H), 6.79 (m, 1H), 6.67 (m, 1H), 6.61 (m, 2H), 5.03 (... The reactants are BrC1=C(C=CC(=C1)F)S(=O)(=O)Cl (2-Bromo-4-fluorobenzenesulfonyl chloride), NC1=CC=C2C(N=C3N2CCC3)=C1C(=O)OC (methyl 6-amino-2,3-dihydro-1H-benzo[d]pyrrolo[1,2-a]imidazole-5-carboxylate), NC1=CC=C2C(N=C3N2CCC3)=C1C(=O)OC (methyl 6-amino-2,3-dihydro-1H-benzo[d]pyrrolo[1,2-a]imidazole-5-carboxylate), resultant mixture. The solvent is N1=CC=CC=C1 (pyridine), C(Cl)Cl (DCM). The product is BrC1=C(C=CC(=C1)F)S(=O)(=O)NC1=CC=C2C(N=C3N2CCC3)=C1C(=O)OC (methyl 6-(2-bromo-4-fluorobenzenesulfonylamino)-2,3-dihydro-1H-benzo[d]pyrrolo[1,2-a]imidazole-5-carboxylate). Isolated yield 45.6%. Reaction SMILES: [Br:1][C:2]1[CH:7]=[C:6]([F:8])[CH:5]=[CH:4][C:3]=1[S:9](Cl)(=[O:11])=[O:10].[NH2:13][C:14]1[C:25]([C:26]([O:28][CH3:29])=[O:27])=[C:18]2[N:19]=[C:20]3[CH2:24][CH2:23][CH2:22][N:21]3[C:17]2=[CH:16][CH:15]=1>N1C=CC=CC=1.C(Cl)Cl>[Br:1][C:2]1[CH:7]=[C:6]([F:8])[CH:5]=[CH:4][C:3]=1[S:9]([NH:13][C:14]1[C:25]([C:26]([O:28][CH3:29])=[O:27])=[C:18]2[N:19]=[C:20]3[CH2:24][CH2:23][CH2:22][N:21]3[C:17]2=[CH:16][CH:15]=1)(=[O:11])=[O:10]. Procedure: 2-Bromo-4-fluorobenzenesulfonyl chloride (0.410 g) was added to a solution of methyl 6-amino-2,3-dihydro-1H-benzo[d]pyrrolo[1,2-a]imidazole-5-carboxylate (Intermediate 55, 0.290 g) in pyridine (10 mL) and DCM (10 mL) and the resultant mixture was stirred at room temperature for 24 hours. The mixture was concentrated in vacuo and the residue was partitioned between ethyl acetate and water. The organic layer was separated, dried (Na2SO4) and filtered. The filtrate was concentrated in vacuo and the... The reactants are COC(=O)C=1NC=CC1 (1H-pyrrole-2-carboxylic acid methyl ester), CN(C)C=O (DMF), O=P(Cl)(Cl)Cl (POCl3). Run in C(Cl)Cl (DCM), C(Cl)Cl (DCM). Yields the product C(=O)C=1NC=CC1 (formyl-pyrrole), COC(=O)C=1NC=C(C1)C=O (4-formyl-1H-pyrrole-2-carboxylic acid methyl ester), COC(=O)C=1NC(=CC1)C=O (5-formyl-1H-pyrrole-2-carboxylic acid methyl ester). Reaction SMILES: CN([CH:4]=[O:5])C.O=P(Cl)(Cl)Cl.[CH3:11][O:12][C:13]([C:15]1[NH:16][CH:17]=[CH:18][CH:19]=1)=[O:14]>C(Cl)Cl>[CH:13]([C:15]1[NH:16][CH:17]=[CH:18][CH:19]=1)=[O:12].[CH3:11][O:12][C:13]([C:15]1[NH:16][CH:17]=[C:18]([CH:4]=[O:5])[CH:19]=1)=[O:14].[CH3:11][O:12][C:13]([C:15]1[NH:16][C:17]([CH:4]=[O:5])=[CH:18][CH:19]=1)=[O:14]. Reported procedure: Both formyl-pyrrole derivatives were prepared adopting a procedure described by C. Schmuck, Tetrahedron 2001, 57, 3063: To DMF (1.61 g) was added POCl3 (3.37 g) dropwise under Ar at 0° C. The mixture was allowed to warm to RT after which it was diluted with DCM (11 mL). A solution of 1H-pyrrole-2-carboxylic acid methyl ester (2.51 g) in DCM (11 mL) was added dropwise. The mixture was refluxed for 30 min whereupon it was cooled to 10° C. and quenched with a solution of potassium acetate (10.8 g) ...